From a dataset of the Open Reaction Database (ORD), a public repository of structured organic reaction records. describe an organic reaction: reactants, conditions, products, and yield Reactants: ClC1=CC=C(C=C1)C1CC(N(C1)CC(=O)O)=O (2-[4-(p-chlorophenyl)-2-oxopyrrolidin-1-yl]-acetic acid), N1C(CNCC1)=O (piperazin-2-one), P(OC1=CC=CC=C1)(OC1=CC=CC=C1)OC1=CC=CC=C1 (triphenyl phosphite). Solvent: ClCCl (dichloromethane). Reaction conditions: time 5 hour. Product: ClC1=CC=C(C=C1)C1CC(N(C1)CC(=O)N1CC(NCC1)=O)=O (1-[4-(p-chlorophenyl)-2-oxopyrrolidin-1-ylacetyl]-3-oxopiperazine). Reaction SMILES: [Cl:1][C:2]1[CH:7]=[CH:6][C:5]([CH:8]2[CH2:12][N:11]([CH2:13][C:14]([OH:16])=O)[C:10](=[O:17])[CH2:9]2)=[CH:4][CH:3]=1.[NH:18]1[CH2:23][CH2:22][NH:21][CH2:20][C:19]1=[O:24].P(OC1C=CC=CC=1)(OC1C=CC=CC=1)OC1C=CC=CC=1>ClCCl>[Cl:1][C:2]1[CH:3]=[CH:4][C:5]([CH:8]2[CH2:12][N:11]([CH2:13][C:14]([N:21]3[CH2:22][CH2:23][NH:18][C:19](=[O:24])[CH2:20]3)=[O:16])[C:10](=[O:17])[CH2:9]2)=[CH:6][CH:7]=1. Procedure: 82.5 g (325 mmol) of 2-[4-(p-chlorophenyl)-2-oxopyrrolidin-1-yl]-acetic acid, 32.5 g (325 mmol) of piperazin-2-one (ketopiperazine) and 100.8 g (325 mmol) of freshly distilled triphenyl phosphite are melted at 180°. The whole is allowed to cool to 130° and left to stand for 5 hours. The solidified reaction mass is cooled to room temperature and stirred for 1 hour with 300 ml of dichloromethane. The whole is filtered with suction, washed three times with 150 ml of dichloromethane each time and al... Starting materials: COC(=O)C(N)Cc1csc2ccccc12, Cc1ccccc1, O=C(O)C(F)(F)F, O=Cc1cccc(O)c1. Yields the product COC(=O)C1Cc2c(sc3ccccc23)C(c2cccc(O)c2)N1. RXN SMILES: [CH3:17][O:18][C:19]([CH:20]([CH2:21][c:22]1[c:23]2[c:24]([s:25][cH:26]1)[cH:27][cH:28][cH:29][cH:30]2)[NH2:31])=[O:32].[CH3:33][c:34]1[cH:35][cH:36][cH:37][cH:38][cH:39]1.[F:10][C:11]([F:12])([F:13])[C:14]([OH:15])=[O:16].[OH:1][c:2]1[cH:3][c:4]([CH:5]=[O:6])[cH:7][cH:8][cH:9]1>>[OH:1][c:2]1[cH:3][c:4]([CH:5]2[c:26]3[c:22]([c:23]4[c:24]([s:25]3)[cH:27][cH:28][cH:29][cH:30]4)[CH2:21][CH:20]([C:19]([O:18][CH3:17])=[O:32])[NH:31]2)[cH:7][cH:8][cH:9]1.